This data is from the Open Reaction Database (ORD), a public repository of structured organic reaction records. The task is: describe an organic reaction: reactants, conditions, products, and yield Reactants: CO, CC(C)(C)OC(=O)N1CC(N=[N+]=[N-])CCC1CC1(O)CCOCC1. Yields the product CC(C)(C)OC(=O)N1CC(N)CCC1CC1(O)CCOCC1. Reaction SMILES: [CH3:25][OH:26].[N:1](=[N+:2]=[N-:3])[CH:4]1[CH2:5][CH2:6][CH:7]([CH2:17][C:18]2([OH:24])[CH2:19][CH2:20][O:21][CH2:22][CH2:23]2)[N:8]([C:10](=[O:11])[O:12][C:13]([CH3:14])([CH3:15])[CH3:16])[CH2:9]1>>[NH2:1][CH:4]1[CH2:5][CH2:6][CH:7]([CH2:17][C:18]2([OH:24])[CH2:19][CH2:20][O:21][CH2:22][CH2:23]2)[N:8]([C:10](=[O:11])[O:12][C:13]([CH3:14])([CH3:15])[CH3:16])[CH2:9]1.